This data is from the Open Reaction Database (ORD), a public repository of structured organic reaction records. The task is: describe an organic reaction: reactants, conditions, products, and yield Reactants: CC(C(=O)OCC)(C(=O)OCC)OC1=CC(=CC=C1)[N+](=O)[O-] (diethyl 2-methyl-2-(3-nitrophenoxy)malonate), COC=1C=C(C(=O)OC)C=CC1CN1N=C2C=C(C=CC2=C1)[N+](=O)[O-] (methyl 3-methoxy-4-[(6-nitroindazol-2-yl)methyl]benzoate). Yields the product NC=1C=CC2=CN(N=C2C1)CC1=CC=C(C(=O)OC)C=C1 (methyl 4-[(6-aminoindazol-2-yl)methyl]benzoate). Reaction SMILES: CC(OC1C=CC=C([N+]([O-])=O)C=1)(C(OCC)=O)C(OCC)=O.CO[C:25]1[CH:26]=[C:27]([CH:32]=[CH:33][C:34]=1[CH2:35][N:36]1[CH:44]=[C:43]2[C:38]([CH:39]=[C:40]([N+:45]([O-])=O)[CH:41]=[CH:42]2)=[N:37]1)[C:28]([O:30][CH3:31])=[O:29]>>[NH2:45][C:40]1[CH:41]=[CH:42][C:43]2[C:38]([CH:39]=1)=[N:37][N:36]([CH2:35][C:34]1[CH:33]=[CH:32][C:27]([C:28]([O:30][CH3:31])=[O:29])=[CH:26][CH:25]=1)[CH:44]=2. Reported procedure: In like manner to the reduction of diethyl 2-methyl-2-(3-nitrophenoxy)malonate, methyl 3-methoxy-4-[(6-nitroindazol-2-yl)methyl]benzoate was reduced to provide methyl 4-[(6-aminoindazol-2-yl)methyl]benzoate. 1H NMR (CDCl3): δ 7.78 (s, 1H), 7.56–7.53 (m, 2H), 7.43 (d, 1H, J=8.8 Hz), 6.98 (d, 1H, J=8.2 Hz), 6.81 (app s, 1H), 6.58 (dd, 1H, J=1.8 and 8.8 Hz), 5.53 (s, 2H), 3.91 (s, 3H), 3.89 (s, 3H).